Dataset: the Open Reaction Database (ORD), a public repository of structured organic reaction records. Task: describe an organic reaction: reactants, conditions, products, and yield Starting materials: COc1ccc(C2CN(Cc3ccccc3)Cc3cc(OC)ccc32)cc1, CO, CCO. Product: COc1ccc(C2CNCc3cc(OC)ccc32)cc1. RXN SMILES: [CH2:1]([c:2]1[cH:3][cH:4][cH:5][cH:6][cH:7]1)[N:8]1[CH2:9][c:10]2[cH:11][c:12]([O:26][CH3:27])[cH:13][cH:14][c:15]2[CH:16]([c:18]2[cH:19][cH:20][c:21]([O:24][CH3:25])[cH:22][cH:23]2)[CH2:17]1.[CH3:28][OH:29].[CH3:30][CH2:31][OH:32]>>[NH:8]1[CH2:9][c:10]2[cH:11][c:12]([O:26][CH3:27])[cH:13][cH:14][c:15]2[CH:16]([c:18]2[cH:19][cH:20][c:21]([O:24][CH3:25])[cH:22][cH:23]2)[CH2:17]1. The reactants are CC=1C(=NC=C(N1)C(F)(F)F)N[C@@H]1[C@H](CCC1)NC(OC(C)(C)C)=O (tert-butyl N-[(1S,2S)-2-{[3-methyl-5-(trifluoromethyl)pyrazin-2-yl]amino}cyclopentyl]carbamate), Cl (HCl), O1CCOCC1 (1,4-dioxane). Run in CO (methanol). Conditions: time 8 hour. Product: Cl.CN([C@@H]1[C@H](CCC1)N)C1=NC=C(N=C1)C(F)(F)F ((1S,2S)-1-N-Methyl-1-N-[5-(trifluoromethyl)pyrazin-2-yl]cyclopentane-1,2-diamine hydrochloride). Reaction SMILES: C[C:2]1[C:3]([NH:12][C@H:13]2[CH2:17][CH2:16][CH2:15][C@@H:14]2[NH:18]C(=O)OC(C)(C)C)=[N:4][CH:5]=[C:6]([C:8]([F:11])([F:10])[F:9])[N:7]=1.[ClH:26].O1CCOC[CH2:28]1>CO>[ClH:26].[CH3:28][N:12]([C:3]1[CH:2]=[N:7][C:6]([C:8]([F:9])([F:10])[F:11])=[CH:5][N:4]=1)[C@H:13]1[CH2:17][CH2:16][CH2:15][C@@H:14]1[NH2:18] |f:4.5|. Procedure details: To a solution of tert-butyl N-[(1S,2S)-2-{[3-methyl-5-(trifluoromethyl)pyrazin-2-yl]amino}cyclopentyl]carbamate (480 mg, 1.332 mmol) in methanol (5 ml) was added HCl in 1,4-dioxane (4 M, 3.33 ml, 13.32 mmol). The reaction was stirred at room temperature overnight and then concentrated in vacuo, azeotropically distilled with toluene to afford the title compound. Reactants: CO (methyl alcohol), [N+](=O)([O-])C=1C=C(C(=O)O)C=C(C1)[N+](=O)[O-] (3,5-dinitrobenzoic acid), S(O)(O)(=O)=O (sulfuric acid). Yields the product [N+](=O)([O-])C=1C=C(C(=O)OC)C=C(C1)[N+](=O)[O-] (methyl 3,5-dinitrobenzoate). The yield is 91.9%. Reaction SMILES: [CH3:1]O.[N+:3]([C:6]1[CH:7]=[C:8]([CH:12]=[C:13]([N+:15]([O-:17])=[O:16])[CH:14]=1)[C:9]([OH:11])=[O:10])([O-:5])=[O:4].S(=O)(=O)(O)O>>[N+:3]([C:6]1[CH:7]=[C:8]([CH:12]=[C:13]([N+:15]([O-:17])=[O:16])[CH:14]=1)[C:9]([O:11][CH3:1])=[O:10])([O-:5])=[O:4]. Procedure: In a 72-liter, round-bottomed flask equipped with mechanical stirrer and condenser were combined methyl alcohol (27.97 kg, 873 moles, 35.4 liters), 3,5-dinitrobenzoic acid (15 kg, 70.72 moles), and sulfuric acid (2.6 kg, 26.56 moles, 1.42 liters). The mixture was heated and stirred at reflux by means of a heating mantle for approximately 26 hours and then was allowed to cool to 25° (approximately 18 hours). The precipated solid was isolated by centrifugation (Tolhurst 12-in. centrifuge); each of... Reactants: CN1N=C(N=N1)C1=CC=C(C=C1)C (2-methyl-5-(4-methylphenyl)-1,2,3,4-tetrazole), BrN1C(CCC1=O)=O (N-bromosuccinimide), C(C1=CC=CC=C1)(=O)OOC(C1=CC=CC=C1)=O (benzoyl peroxide). The solvent is C(Cl)(Cl)(Cl)Cl (carbon tetrachloride). The product is BrCC1=CC=C(C=C1)C=1N=NN(N1)C (5-[4-(bromomethyl)phenyl]-2-methyl-1,2,3,4-tetrazole). RXN SMILES: [CH3:1][N:2]1[N:6]=[N:5][C:4]([C:7]2[CH:12]=[CH:11][C:10]([CH3:13])=[CH:9][CH:8]=2)=[N:3]1.[Br:14]N1C(=O)CCC1=O.C(OOC(=O)C1C=CC=CC=1)(=O)C1C=CC=CC=1>C(Cl)(Cl)(Cl)Cl>[Br:14][CH2:13][C:10]1[CH:11]=[CH:12][C:7]([C:4]2[N:5]=[N:6][N:2]([CH3:1])[N:3]=2)=[CH:8][CH:9]=1. Procedure details: A stirred solution of 45 grams (0.258 mole) of 2-methyl-5-(4-methylphenyl)-1,2,3,4-tetrazole (known compound), 46 grams (1 equivalent) of N-bromosuccinimide, and a catalytic amount of benzoyl peroxide in 200 mL of carbon tetrachloride was irradiated with light during a 3.5 hour period. The mixture was then cooled in an ice bath and filtered to collect 35.1 grams of the subject compound. The NMR spectrum was consistent with the proposed structure. Starting materials: FC(F)(F)c1cccc(Br)c1, O=C(O)CCP(CCC(=O)O)CCC(=O)O, Cl, C1COCCO1, O, O=S(=O)(Cl)Cl. Product: FC(F)(F)c1cc(Br)ccc1S. Reaction SMILES: [Br:6][c:7]1[cH:8][c:9]([C:13]([F:14])([F:15])[F:16])[cH:10][cH:11][cH:12]1.[C:18]([CH2:19][CH2:20][P:21]([CH2:22][CH2:23][C:24]([OH:25])=[O:26])[CH2:27][CH2:28][C:29]([OH:30])=[O:31])([OH:32])=[O:33].[ClH:17].[O:34]1[CH2:35][CH2:36][O:37][CH2:38][CH2:39]1.[OH2:40].[S:1]([Cl:2])([Cl:3])(=[O:4])=[O:5]>>[SH:1][c:10]1[c:9]([C:13]([F:14])([F:15])[F:16])[cH:8][c:7]([Br:6])[cH:12][cH:11]1. Reactants: NC=1OC[C@]2(N1)C1=CC(=CC=C1OC1=NC=C(C=C12)C#CC(C)(C)O)O ((S)-2′-amino-3-(3-hydroxy-3-methylbut-1-ynyl)-5′H-spiro[chromeno[2,3-b]pyridine-5,4′-oxazol]-7-ol), CO (methanol), CS(=O)(=O)O (methane sulfonic acid). Yields the product NC=1OC[C@]2(N1)C1=CC(=CC=C1OC1=NC=C(C=C12)C#CC(C)(C)OC)O ((S)-2′-amino-3-(3-methoxy-3-methylbut-1-ynyl)-5′H-spiro[chromeno[2,3-b]pyridine-5,4′-oxazol]-7-ol). As a reaction SMILES: [NH2:1][C:2]1[O:3][CH2:4][C@:5]2([C:19]3[C:14](=[N:15][CH:16]=[C:17]([C:20]#[C:21][C:22]([OH:25])([CH3:24])[CH3:23])[CH:18]=3)[O:13][C:12]3[C:7]2=[CH:8][C:9]([OH:26])=[CH:10][CH:11]=3)[N:6]=1.CO.[CH3:29]S(O)(=O)=O>>[NH2:1][C:2]1[O:3][CH2:4][C@:5]2([C:19]3[C:14](=[N:15][CH:16]=[C:17]([C:20]#[C:21][C:22]([O:25][CH3:29])([CH3:23])[CH3:24])[CH:18]=3)[O:13][C:12]3[C:7]2=[CH:8][C:9]([OH:26])=[CH:10][CH:11]=3)[N:6]=1. Procedure: A vessel was charged with (S)-2′-amino-3-(3-hydroxy-3-methylbut-1-ynyl)-5′H-spiro[chromeno[2,3-b]pyridine-5,4′-oxazol]-7-ol (0.679 g, 1.933 mmol) in methanol (23.51 mL, 580 mmol). methane sulfonic acid (0.627 mL, 9.66 mmol) was added, and the vial was sealed and placed in a 70° C. oil bath for 5 hours. The volatiles were evaporated, and the residue was loaded onto a silica gel cartridge in MeOH/DCM. The column was eluted onto an 80-g Redi-Sep column with 30-100% of a 90:10:1 mixture of DCM/MeOH/...